Dataset: the Open Reaction Database (ORD), a public repository of structured organic reaction records. Task: describe an organic reaction: reactants, conditions, products, and yield Reactants: C(C1=CC=CC=C1)OC(=O)C1=CN(C2=CC=CC=C12)C(NC)=O (1-Methylcarbamoyl-1H-indole-3-carboxylic acid benzyl ester). The reagents and catalysts are [Pd] (Pd/C). Solvent: CO.C(Cl)Cl (MeOH CH2Cl2). Conditions: time 1 hour. Product: CNC(=O)N1C=C(C2=CC=CC=C12)C(=O)O (1-Methylcarbamoyl-1H-indole-3-carboxylic acid). As a reaction SMILES: C([O:8][C:9]([C:11]1[C:19]2[C:14](=[CH:15][CH:16]=[CH:17][CH:18]=2)[N:13]([C:20](=[O:23])[NH:21][CH3:22])[CH:12]=1)=[O:10])C1C=CC=CC=1>CO.C(Cl)Cl.[Pd]>[CH3:22][NH:21][C:20]([N:13]1[C:14]2[C:19](=[CH:18][CH:17]=[CH:16][CH:15]=2)[C:11]([C:9]([OH:10])=[O:8])=[CH:12]1)=[O:23] |f:1.2|. Procedure details: To 1-Methylcarbamoyl-1H-indole-3-carboxylic acid benzyl ester (115 mg, 0.373 mmol) dissolved in a mixture of MeOH/CH2Cl2 1-1 (4 mL), Pd/C 10% (20 mg) was added and the solution was degassed 3 times replacing air by nitrogen and finally nitrogen by hydrogen. The reaction mixture was further stirred under hydrogen atmosphere for 1 h. The mixture was placed under a nitrogen atmosphere and the catalyst was removed through a pad of Celite and washed with MeOH. Solvents were concentrated under vacuum ... Reactants: C1CCOC1, CCOC(=O)CN(C)C(=O)C#Cc1ccccc1, ClCCl, O. The product is CCOC(=O)C1C(c2ccccc2)=CC(=O)N1C. RXN SMILES: [CH2:20]1[O:21][CH2:22][CH2:23][CH2:24]1.[CH3:1][N:2]([CH2:3][C:4](=[O:5])[O:6][CH2:7][CH3:8])[C:9]([C:10]#[C:11][c:12]1[cH:13][cH:14][cH:15][cH:16][cH:17]1)=[O:18].[Cl:25][CH2:26][Cl:27].[OH2:19]>>[CH3:1][N:2]1[CH:3]([C:4](=[O:5])[O:6][CH2:7][CH3:8])[C:11]([c:12]2[cH:13][cH:14][cH:15][cH:16][cH:17]2)=[CH:10][C:9]1=[O:18]. Starting materials: ClC1=NC=2N(C(N(C(C2N1)=O)CC#N)=O)CCC ((8-chloro-2,6-dioxo-3-propyl-2,3,6,7-tetrahydro-1H-purin-1-yl)acetonitrile), ClC1=NC=2N(C(NC(C2N1CC=C)=O)=O)CCC1CC1 (8-chloro-3-(2-cyclopropylethyl)-7-(2-propen-1-yl)-3,7-dihydro-1H-purine-2,6-dione). Product: ClC1=NC=2N(C(N(C(C2N1)=O)CC#N)=O)CCC1CC1 ([8-chloro-3-(2-cyclopropylethyl)-2,6-dioxo-2,3,6,7-tetrahydro-1H-purin-1-yl]acetonitrile). RXN SMILES: [Cl:1][C:2]1[NH:10][C:9]2[C:8](=[O:11])[N:7]([CH2:12][C:13]#[N:14])[C:6](=[O:15])[N:5]([CH2:16][CH2:17][CH3:18])[C:4]=2[N:3]=1.ClC1N(CC=C)[C:27]2C(=O)NC(=O)N(CCC3CC3)[C:22]=2N=1>>[Cl:1][C:2]1[NH:10][C:9]2[C:8](=[O:11])[N:7]([CH2:12][C:13]#[N:14])[C:6](=[O:15])[N:5]([CH2:16][CH2:17][CH:18]3[CH2:27][CH2:22]3)[C:4]=2[N:3]=1. Procedure: Prepared as (8-chloro-2,6-dioxo-3-propyl-2,3,6,7-tetrahydro-1H-purin-1-yl)acetonitrile (example 23) using 8-chloro-3-(2-cyclopropylethyl)-7-(2-propen-1-yl)-3,7-dihydro-1H-purine-2,6-dione. Starting materials: BrC1=CC=C(OCCN(C)C)C=C1 ([2-(4-bromo-phenoxy)-ethyl]-dimethyl-amine), CC1(OB(OC1(C)C)C1=C(C=C(C=C1)OC1=CC=CC=C1)C)C (4,4,5,5-tetramethyl-2-(2-methyl-4-phenoxy-phenyl)-[1,3,2]dioxaborolane). The product is CN(CCOC1=CC=C(C=C1)B1OC(C(O1)(C)C)(C)C)C (Dimethyl-{2-[4-(4,4,5,5-tetramethyl-[1,3,2]dioxaborolan-2-yl)-phenoxy]-ethyl}-amine). As a reaction SMILES: Br[C:2]1[CH:13]=[CH:12][C:5]([O:6][CH2:7][CH2:8][N:9]([CH3:11])[CH3:10])=[CH:4][CH:3]=1.[CH3:14][C:15]1([CH3:36])[C:19]([CH3:21])([CH3:20])[O:18][B:17](C2C=CC(OC3C=CC=CC=3)=CC=2C)[O:16]1>>[CH3:10][N:9]([CH3:11])[CH2:8][CH2:7][O:6][C:5]1[CH:12]=[CH:13][C:2]([B:17]2[O:18][C:19]([CH3:21])([CH3:20])[C:15]([CH3:36])([CH3:14])[O:16]2)=[CH:3][CH:4]=1. Procedure details: Prepared from [2-(4-bromo-phenoxy)-ethyl]-dimethyl-amine according to general Method I for borylation described above for preparation of 4,4,5,5-tetramethyl-2-(2-methyl-4-phenoxy-phenyl)-[1,3,2]dioxaborolane.